Dataset: the Open Reaction Database (ORD), a public repository of structured organic reaction records. Task: describe an organic reaction: reactants, conditions, products, and yield Starting materials: CCCc1ccc2c(c1)NCC2, COc1cc2ncnc(Cl)c2cc1OC. Product: CCCc1ccc2c(c1)N(c1ncnc3cc(OC)c(OC)cc13)CC2. Reaction SMILES: [CH2:1]([CH2:2][CH3:3])[c:4]1[cH:5][cH:6][c:7]2[c:11]([cH:12]1)[NH:10][CH2:9][CH2:8]2.[Cl:13][c:14]1[n:15][cH:16][n:17][c:18]2[cH:19][c:20]([O:26][CH3:27])[c:21]([O:24][CH3:25])[cH:22][c:23]12>>[CH2:1]([CH2:2][CH3:3])[c:4]1[cH:5][cH:6][c:7]2[c:11]([cH:12]1)[N:10]([c:14]1[n:15][cH:16][n:17][c:18]3[cH:19][c:20]([O:26][CH3:27])[c:21]([O:24][CH3:25])[cH:22][c:23]13)[CH2:9][CH2:8]2. Reactants: CCCCO, CCOC(=O)C1(CCCN(C)C)CCCCC1(O)c1ccccc1, Cl, [K+], [OH-]. Yields the product CN(C)CCCC1(C(=O)O)CCCCC1(O)c1ccccc1. As a reaction SMILES: [CH2:26]([OH:27])[CH2:28][CH2:29][CH3:30].[CH3:1][N:2]([CH2:3][CH2:4][CH2:5][C:6]1([C:19](=[O:20])[O:21][CH2:22][CH3:23])[C:7]([c:12]2[cH:13][cH:14][cH:15][cH:16][cH:17]2)([OH:18])[CH2:8][CH2:9][CH2:10][CH2:11]1)[CH3:24].[ClH:25].[K+:32].[OH-:31]>>[CH3:1][N:2]([CH2:3][CH2:4][CH2:5][C:6]1([C:19](=[O:20])[OH:21])[C:7]([c:12]2[cH:13][cH:14][cH:15][cH:16][cH:17]2)([OH:18])[CH2:8][CH2:9][CH2:10][CH2:11]1)[CH3:24]. Starting materials: solution, C(C)(C)(C)[Li] (tert-butyl lithium), C(C)(C)(C)C1=CC=C(C=C1)OCOC (1-(tert-butyl)-4-(methoxymethoxy)benzene), B(OC)(OC)OC (Trimethyl borate). The solvent is CCCCC (pentane), CCCCC (pentane). Reaction conditions: temperature -78 celsius, time 30 minute. Product: C(C)(C)(C)C=1C=CC(=C(C1)B(O)O)OCOC ((5-(tert-butyl)-2-(methoxymethoxy)phenyl)boronic acid). Isolated yield 110.1%. Reaction SMILES: C([Li])(C)(C)C.[C:6]([C:10]1[CH:15]=[CH:14][C:13]([O:16][CH2:17][O:18][CH3:19])=[CH:12][CH:11]=1)([CH3:9])([CH3:8])[CH3:7].[B:20](OC)([O:23]C)[O:21]C>CCCCC>[C:6]([C:10]1[CH:15]=[CH:14][C:13]([O:16][CH2:17][O:18][CH3:19])=[C:12]([B:20]([OH:23])[OH:21])[CH:11]=1)([CH3:9])([CH3:7])[CH3:8]. Procedure: Following a procedure by Ronald, R. C. et al (J. Org. Chem., 1980, 40, 2224-2229) a 1.7 molar solution of tert-butyl lithium in pentane (6.70 mL, 11.3 mmol) was added to a solution of 1-(tert-butyl)-4-(methoxymethoxy)benzene (2.00 g, 10.3 mmol, Kovacs, M. S. et al J. Chem. Soc. Dalton, 2001, 3015-3024) in pentane (40 mL) under a nitrogen atmosphere at 0° C. A solid precipitated and the pentane was evaporated under a steady stream of nitrogen gas. To this remaining solid was added tetrahydrofuran... Starting materials: Cn1nnnc1C(=O)c1ccccc1, CC(C)O, ClCCl, NOCc1cccc(N)n1, O, Cc1ccc(S(=O)(=O)O)cc1. The product is Cn1nnnc1C(=NOCc1cccc(N)n1)c1ccccc1. As a reaction SMILES: [CH3:1][n:2]1[n:3][n:4][n:5][c:6]1[C:7](=[O:8])[c:9]1[cH:10][cH:11][cH:12][cH:13][cH:14]1.[CH3:37][CH:38]([OH:39])[CH3:40].[Cl:41][CH2:42][Cl:43].[NH2:15][O:16][CH2:17][c:18]1[cH:19][cH:20][cH:21][c:22]([NH2:24])[n:23]1.[OH2:25].[c:26]1([CH3:27])[cH:28][cH:29][c:30]([S:31]([OH:32])(=[O:33])=[O:34])[cH:35][cH:36]1>>[CH3:1][n:2]1[n:3][n:4][n:5][c:6]1[C:7]([c:9]1[cH:10][cH:11][cH:12][cH:13][cH:14]1)=[N:15][O:16][CH2:17][c:18]1[cH:19][cH:20][cH:21][c:22]([NH2:24])[n:23]1.